This data is from the Open Reaction Database (ORD), a public repository of structured organic reaction records. The task is: describe an organic reaction: reactants, conditions, products, and yield The reactants are C(C1CO1)OCCCC (n-butyl glycidyl ether), CC(CC1=CC=C(C=C1)OC)(C)N (1,1-dimethyl-2-(4-methoxyphenyl)ethylamine). Yields the product OC(CNC(CC1=CC=C(C=C1)OC)(C)C)COCCCC (N-(2-Hydroxy-3-butoxypropyl)-1,1-dimethyl-2-(4-methoxyphenyl)ethylamine). Yield: 26.2%. Reaction SMILES: [CH2:1]([O:5][CH2:6][CH2:7][CH2:8][CH3:9])[CH:2]1[O:4][CH2:3]1.[CH3:10][C:11]([NH2:22])([CH3:21])[CH2:12][C:13]1[CH:18]=[CH:17][C:16]([O:19][CH3:20])=[CH:15][CH:14]=1>>[OH:4][CH:2]([CH2:1][O:5][CH2:6][CH2:7][CH2:8][CH3:9])[CH2:3][NH:22][C:11]([CH3:21])([CH3:10])[CH2:12][C:13]1[CH:18]=[CH:17][C:16]([O:19][CH3:20])=[CH:15][CH:14]=1. Procedure details: Using the method of Example 15, supra, n-butyl glycidyl ether (143 μL, 1.0 mmol) and 1,1-dimethyl-2-(4-methoxyphenyl)ethylamine (197 mg, 1.1 mmol) were used to prepare 81 mg of the title compound as a clear, colorless oil: GC/EI-MS, m/z (rel. int.) 310 (M+1, 0.01), 174 (100), 163 (19), 132(18), 121(31), 70(20); 1H-NMR (CDCl3) δ 7.03 (2H, d, J=8.6), 6.87 (2H, d, J=8.6), 3.74 (1H, m), 3.72 (3H, s), 3.40 (4H, m), 2.73 (3H, m), 2.59 (3H, m), 1.50 (2H, m), 1.30 (2H, m), 1.01 (3H, s), 0.99 (3H, s), 0....